Dataset: the Open Reaction Database (ORD), a public repository of structured organic reaction records. Task: describe an organic reaction: reactants, conditions, products, and yield Reactants: C(C)(=O)OCC (ethyl acetate), C([O-])([O-])=O.[K+].[K+] (potassium carbonate), stannous chloride dihydrate, C(C=C)C(C(=O)OC)(C(=O)OC)C(CC1=C(C=CC=C1C(F)(F)F)[N+](=O)[O-])C1=CC=C(C=C1)OC (α-(2-Propenyl)-[2-(2-nitro-6-trifluoromethylphenyl)-1-(4-methoxyphenyl)ethyl]propanedioic acid, dimethyl ester), Cl (hydrochloric acid), C([O-])([O-])=O.[K+].[K+] (potassium carbonate). Run in CO (methanol). The product is C(C=C)C(C(=O)OC)(C(=O)OC)C(CC1=C(C=CC=C1C(F)(F)F)N)C1=CC=C(C=C1)OC (α-(2-Propenyl)-[2-(2-amino-6-trifluoromethylphenyl)-1-(4-methoxyphenyl)ethyl]propanedioic acid, dimethyl ester). The yield is 110.5%. Reaction SMILES: [CH2:1]([C:4]([CH:13]([C:28]1[CH:33]=[CH:32][C:31]([O:34][CH3:35])=[CH:30][CH:29]=1)[CH2:14][C:15]1[C:20]([C:21]([F:24])([F:23])[F:22])=[CH:19][CH:18]=[CH:17][C:16]=1[N+:25]([O-])=O)([C:9]([O:11][CH3:12])=[O:10])[C:5]([O:7][CH3:8])=[O:6])[CH:2]=[CH2:3].Cl.C(OCC)(=O)C.C(=O)([O-])[O-].[K+].[K+]>CO>[CH2:1]([C:4]([CH:13]([C:28]1[CH:33]=[CH:32][C:31]([O:34][CH3:35])=[CH:30][CH:29]=1)[CH2:14][C:15]1[C:20]([C:21]([F:22])([F:24])[F:23])=[CH:19][CH:18]=[CH:17][C:16]=1[NH2:25])([C:9]([O:11][CH3:12])=[O:10])[C:5]([O:7][CH3:8])=[O:6])[CH:2]=[CH2:3] |f:3.4.5|. Procedure: α-(2-Propenyl)-[2-(2-nitro-6-trifluoromethylphenyl)-1-(4-methoxyphenyl)ethyl]propanedioic acid, dimethyl ester (15.42 g; 31.12 mmole) was dissolved in methanol (110 ml) under argon at room temperature. Powdered stannous chloride dihydrate (36.52 g; 161.8 mmol; 5.2 eq.) was added followed by concentrated hydrochloric acid (50 ml) with stirring. After ~1.5 hours, Celite, ethyl acetate, and saturated potassium carbonate solution were added with stirring (the potassium carbonate solution was added p... Yields the product ClC1=CC=CC(=N1)OCC1=C(C=CC=C1)/C(/C(=O)OC)=C\OC ((E)-methyl 2-[2-(6-chloropyrid-2-yloxymethyl)phenyl]-3-methoxyacrylate). Yield: 74.4%. Reported procedure: Dimethyl sulphate (0.4 ml, 4.2 mmol) was added dropwise to a mixture of (E)-methyl 2-[2-(6-chloropyrid-2-yloxymethyl)phenyl]-3-hydroxyacrylate (1.04 g, 2.9 mmol) and anhydrous potassium carbonate (0.78 g, 5.6 mmol) in dry DMF (10 ml). After stirring at room temperature for 3 hours, the mixture was poured into water and extracted with ethyl acetate. The ethyl acetate extracts were washed with water, dried and concentrated to give an oil which was purified by column chromatography (silica eluted w... The solvent is CN(C)C=O (DMF). Reactants: O (water), S(=O)(=O)(OC)OC (Dimethyl sulphate), ClC1=CC=CC(=N1)OCC1=C(C=CC=C1)/C(/C(=O)OC)=C\O ((E)-methyl 2-[2-(6-chloropyrid-2-yloxymethyl)phenyl]-3-hydroxyacrylate), C([O-])([O-])=O.[K+].[K+] (potassium carbonate). RXN SMILES: S([O:6][CH3:7])(OC)(=O)=O.[Cl:8][C:9]1[N:14]=[C:13]([O:15][CH2:16][C:17]2[CH:22]=[CH:21][CH:20]=[CH:19][C:18]=2/[C:23](=[CH:28]\O)/[C:24]([O:26][CH3:27])=[O:25])[CH:12]=[CH:11][CH:10]=1.C(=O)([O-])[O-].[K+].[K+].O>CN(C=O)C>[Cl:8][C:9]1[N:14]=[C:13]([O:15][CH2:16][C:17]2[CH:22]=[CH:21][CH:20]=[CH:19][C:18]=2/[C:23](=[CH:28]\[O:6][CH3:7])/[C:24]([O:26][CH3:27])=[O:25])[CH:12]=[CH:11][CH:10]=1 |f:2.3.4|. Run at time 3 hour. Reactants: example E ( b ), FC1=CC=C(C=C1)C=1SC=2CCC(NC2N1)C(C)=O (1-[2-(4-fluoro-phenyl)-6,7-dihydro-4H-thiazolo[5,4]pyridin-5-yl]-ethanone), Cl (hydrochloric acid). The solvent is ClCCl.CO (dichloromethane methanol). Product: FC1=CC=C(C=C1)C=1SC=2CNCCC2N1 (2-(4-Fluoro-phenyl)-4,5,6,7-tetrahydro-thiazolo[5,4-c]pyridine). As a reaction SMILES: [F:1][C:2]1[CH:7]=[CH:6][C:5]([C:8]2[S:9][C:10]3[CH2:11][CH2:12][CH:13](C(=O)C)[NH:14][C:15]=3[N:16]=2)=[CH:4][CH:3]=1.Cl>ClCCl.CO>[F:1][C:2]1[CH:7]=[CH:6][C:5]([C:8]2[S:9][C:10]3[CH2:15][NH:14][CH2:13][CH2:12][C:11]=3[N:16]=2)=[CH:4][CH:3]=1 |f:2.3|. Procedure details: Prepared in analogy to example E (b) from 1-[2-(4-fluoro-phenyl)-6,7-dihydro-4H-thiazolo[5,4]pyridin-5-yl]-ethanone and hydrochloric acid. Chromatography (SiO2; dichloromethane/methanol 95:5) yields the title compound as a yellowish solid. MS (m/e): 235.1 (M+H+). The reactants are CN(C(N(C)C)=N)C (tetramethylguanidine), C(C)(C)(C)OC(=O)N=[N+]=[N-] (tert.butoxycarbonylazide), NCCCCC(=O)O (5-Amino pentanoic acid). Run in CN(C=O)C (dimethylformamide). Yields the product C(C)(C)(C)OC(=O)C(C(=O)O)CCCN (tert.butoxycarbonyl-5-amino-pentanoic acid). Isolated yield 70.0%. As a reaction SMILES: [NH2:1][CH2:2][CH2:3][CH2:4][CH2:5][C:6]([OH:8])=[O:7].CN(C)C(=N)N(C)C.[C:17]([O:21][C:22](N=[N+]=[N-])=[O:23])([CH3:20])([CH3:19])[CH3:18]>CN(C)C=O>[C:17]([O:21][C:22]([CH:5]([CH2:4][CH2:3][CH2:2][NH2:1])[C:6]([OH:8])=[O:7])=[O:23])([CH3:20])([CH3:19])[CH3:18]. Procedure: 5-Amino pentanoic acid (0.585 g, 5 m mol) was stirred for two days in dimethylformamide (5 ml) containing tetramethylguanidine (1.14 g, 10 m mol) and tert.butoxycarbonylazide (1.1 g, 7.5 m mol). The solution was evaporated and the residue partitioned between ethyl acetate (20 ml) and 10% citric acid solution (20 ml). The organic layer was washed with 10% citric acid (2×15 ml), water (3×15 ml) and brine (1×15 ml). Each aqueous wash was back extracted with ethyl acetate (20 ml). The combined organ...